Task: describe an organic reaction: reactants, conditions, products, and yield. Dataset: the Open Reaction Database (ORD), a public repository of structured organic reaction records The reactants are ClC1=CC=C(CC2N(CCC2)CCCC(C2=CC=C(C=C2)F)=O)C=C1 (2-(4-chlorobenzyl)-1-[3-(4-fluorobenzoyl)propyl]pyrrolidine), [BH4-].[Na+] (sodium borohydride), O (water). Solvent: CO (methanol). Product: ClC1=CC=C(CC2N(CCC2)CCCC(O)C2=CC=C(C=C2)F)C=C1 (2-(4-chlorobenzyl)-1-[4-(4-fluorophenyl)-4-hydroxybutyl]pyrrolidine). RXN SMILES: [Cl:1][C:2]1[CH:25]=[CH:24][C:5]([CH2:6][CH:7]2[CH2:11][CH2:10][CH2:9][N:8]2[CH2:12][CH2:13][CH2:14][C:15](=[O:23])[C:16]2[CH:21]=[CH:20][C:19]([F:22])=[CH:18][CH:17]=2)=[CH:4][CH:3]=1.[BH4-].[Na+].O>CO>[Cl:1][C:2]1[CH:3]=[CH:4][C:5]([CH2:6][CH:7]2[CH2:11][CH2:10][CH2:9][N:8]2[CH2:12][CH2:13][CH2:14][CH:15]([C:16]2[CH:17]=[CH:18][C:19]([F:22])=[CH:20][CH:21]=2)[OH:23])=[CH:24][CH:25]=1 |f:1.2|. Reported procedure: Stir 0.8 g of 2-(4-chlorobenzyl)-1-[3-(4-fluorobenzoyl)propyl]pyrrolidine at room temperature for 3 hours with 0.5 g of sodium borohydride in 8 ml of methanol/2 ml of water. Concentrate the resulting reaction mixture and then take up the concentrate with water/diethyl ether. Dry the ethereal phase over sodium sulfate and distil off the solvent to obtain the title compound as light-brown viscous oil. Starting materials: N1=CC(=CC=C1)OC(=O)N1CCC(CC1)C(=O)O (1-[(pyridin-3-yloxy)carbonyl]piperidine-4-carboxylic acid), Cl.NCC(=O)C1=C(C=CC=C1)F (2-amino-1-(2-fluorophenyl)ethanone hydrochloride), C=1C=CC2=C(C1)N=NN2O (HOBt), CCN=C=NCCCN(C)C.Cl (WSC hydrochloride). Run in C(Cl)Cl (DCM), C(C)N(CC)CC (triethylamine). Conditions: time 30 minute. Product: FC1=C(C=CC=C1)C(CNC(=O)C1CCN(CC1)C(=O)OC=1C=NC=CC1)=O (pyridin-3-yl 4-{[2-(2-fluorophenyl)-2-oxoethyl]carbamoyl}piperidine-1-carboxylate). Yield: 54.9%. As a reaction SMILES: [N:1]1[CH:6]=[CH:5][CH:4]=[C:3]([O:7][C:8]([N:10]2[CH2:15][CH2:14][CH:13]([C:16]([OH:18])=O)[CH2:12][CH2:11]2)=[O:9])[CH:2]=1.C1C=CC2N(O)N=NC=2C=1.CCN=C=NCCCN(C)C.Cl.Cl.[NH2:42][CH2:43][C:44]([C:46]1[CH:51]=[CH:50][CH:49]=[CH:48][C:47]=1[F:52])=[O:45]>C(N(CC)CC)C.C(Cl)Cl>[F:52][C:47]1[CH:48]=[CH:49][CH:50]=[CH:51][C:46]=1[C:44](=[O:45])[CH2:43][NH:42][C:16]([CH:13]1[CH2:12][CH2:11][N:10]([C:8]([O:7][C:3]2[CH:2]=[N:1][CH:6]=[CH:5][CH:4]=2)=[O:9])[CH2:15][CH2:14]1)=[O:18] |f:2.3,4.5|. Reported procedure: To a mixture of 1-[(pyridin-3-yloxy)carbonyl]piperidine-4-carboxylic acid (500 mg) and DCM (10 mL) were added HOBt (297 mg) and WSC hydrochloride (498 mg), followed by stirring at room temperature for 30 minutes. Then, 2-amino-1-(2-fluorophenyl)ethanone hydrochloride (417 mg) and triethylamine (0.31 mL) were added thereto, followed by stirring at room temperature overnight. The reaction liquid was purified directly by silica gel column chromatography (chloroform/methanol=99/1 to 95/5) to obtain ... Starting materials: BrC1=CC=C(C=C1)C=1NC(C2=CC=NC=C2C1)=O (3-(4-bromo-phenyl)-2H-[2,6]naphthyridin-1-one), CN1N=CC(=C1)B1OC(C(O1)(C)C)(C)C (1-methyl-4-(4,4,5,5-tetramethyl-[1,3,2]dioxaborolan-2-yl)-1H-pyrazole), C(O)([O-])=O.[Na+] (sodium hydrogen carbonate). Reagents/catalysts: C1=CC=C(C=C1)P(C2=CC=CC=C2)C3=CC=CC=C3.C1=CC=C(C=C1)P(C2=CC=CC=C2)C3=CC=CC=C3.Cl[Pd]Cl (bis(triphenylphosphine)-palladium(II)-chloride). Run in CN(C)C=O (DMF), O (water), O (water). Reaction conditions: temperature 40 celsius, time 20 hour. The product is CN1N=CC(=C1)C1=CC=C(C=C1)C=1NC(C2=CC=NC=C2C1)=O (3-[4-(1-methyl-1H-pyrazol-4-yl)-phenyl]-2H-[2,6]naphthyridin-1-one). RXN SMILES: Br[C:2]1[CH:7]=[CH:6][C:5]([C:8]2[NH:9][C:10](=[O:18])[C:11]3[C:16]([CH:17]=2)=[CH:15][N:14]=[CH:13][CH:12]=3)=[CH:4][CH:3]=1.[CH3:19][N:20]1[CH:24]=[C:23](B2OC(C)(C)C(C)(C)O2)[CH:22]=[N:21]1.C(=O)([O-])O.[Na+]>CN(C=O)C.O.C1C=CC(P(C2C=CC=CC=2)C2C=CC=CC=2)=CC=1.C1C=CC(P(C2C=CC=CC=2)C2C=CC=CC=2)=CC=1.Cl[Pd]Cl>[CH3:19][N:20]1[CH:24]=[C:23]([C:2]2[CH:7]=[CH:6][C:5]([C:8]3[NH:9][C:10](=[O:18])[C:11]4[C:16]([CH:17]=3)=[CH:15][N:14]=[CH:13][CH:12]=4)=[CH:4][CH:3]=2)[CH:22]=[N:21]1 |f:2.3,6.7.8|. Reported procedure: A suspension of 3-(4-bromo-phenyl)-2H-[2,6]naphthyridin-1-one (55.0 mg, 0.18 mmol), 1-methyl-4-(4,4,5,5-tetramethyl-[1,3,2]dioxaborolan-2-yl)-1H-pyrazole (57 mg, 0.27 mmol) and sodium hydrogen carbonate (18.4 mg, 0.22 mmol) in DMF (0.5 ml) and water (0.25 ml) is flushed with nitrogen and heated to 40° C. Then bis(triphenylphosphine)-palladium(II)-chloride (2.6 mg, 0.004 mmol) is added. The reaction mixture is heated to 80° C. and stirred at this temperature for 20 hours. The mixture is allowed t... Reactants: Cl[Sn]Cl (SnCl2), FC=1C=C(C=C(C1)F)C(=CC)N1CCCC1 ((1-(3,5-difluorophenyl)prop-1-enyl) pyrrolidine), CCC(=O)C1=CC(=CC(=C1)F)F (3,5-difluoropropiophenone), N1CCCC1 (pyrrolidine), CC1=NC(=C(C(=N1)Cl)[N+](=O)[O-])Cl (2-methyl-4,6-dichloro-5-nitropyrimidine), C(C)(C)N(C(C)C)CC (N,N-diisopropylethylamine), N1CCCCC1 (piperidine), Cl[Sn]Cl (SnCl2). The reagents and catalysts are Cl[Ti](Cl)(Cl)Cl (TiCl4). The solvent is CN(C)C=O (DMF), CCN(CC)CC (NEt3). Run at temperature 140 celsius, time 16 hour. Product: FC=1C=C(C=C(C1)F)C1CC(CC(N1)C)C1=NC=C2C(N1)=C(C=N2)C (6-(3,5-difluorophenyl)-2,7-dimethyl-4-piperidylpyrrolo[3,2-d]pyrimidine). The yield is 17.0%. Reaction SMILES: FC1C=[C:4]([C:9]([N:12]2CCCC2)=[CH:10]C)C=C(F)C=1.[CH3:17][CH2:18][C:19]([C:21]1[CH:26]=[C:25]([F:27])[CH:24]=[C:23]([F:28])[CH:22]=1)=O.N1C[CH2:32][CH2:31][CH2:30]1.C[C:35]1[N:40]=[C:39](Cl)[C:38]([N+:42]([O-])=O)=[C:37](Cl)[N:36]=1.C(N(CC)C(C)C)(C)C.N1CCCCC1.Cl[Sn]Cl>CN(C=O)C.Cl[Ti](Cl)(Cl)Cl.CCN(CC)CC>[F:28][C:23]1[CH:22]=[C:21]([CH:19]2[NH:12][CH:9]([CH3:10])[CH2:4][CH:17]([C:35]3[NH:40][C:39]4=[C:31]([CH3:32])[CH:30]=[N:42][C:38]4=[CH:37][N:36]=3)[CH2:18]2)[CH:26]=[C:25]([F:27])[CH:24]=1. Reported procedure: Using the method described in Example 30 by employing (1-(3,5-difluorophenyl)prop-1-enyl) pyrrolidine (freshly prepared before use from 3,5-difluoropropiophenone (Lancaster Chemical Company), pyrrolidine and TiCl4 (2.29 g, 10.3 mmol), 2-methyl-4,6-dichloro-5-nitropyrimidine (Example 76(b)) (2.10 g, 10.3 mmol), N,N-diisopropylethylamine (1.8 mL, 10.3 mmol), piperidine (1.6 mL, 16.4 mmol), NEt3 (1.6 mL) and SnCl2 (31 mL of a 2 M soln in DMF). In this example the SnCl2 solution was added to the rea... Starting materials: C1(CCCC1)NC1=NC(=NC(=C1C)C)NCC1=NC=CC=C1 (N4-cyclopentyl-5,6-dimethyl-N2-(pyridin-2-ylmethyl)pyrimidine-2,4-diamine), Cl.NC1CC(CC1)O (3-aminocyclopentanol hydrochloride). The product is CC=1C(=NC(=NC1C)NCC1=NC=CC=C1)NC1CC(CC1)O (3-({5,6-dimethyl-2-[(pyridin-2-ylmethyl)amino]pyrimidin-4-yl}amino)cyclopentanol). Reaction SMILES: [CH:1]1([NH:6][C:7]2[C:12]([CH3:13])=[C:11]([CH3:14])[N:10]=[C:9]([NH:15][CH2:16][C:17]3[CH:22]=[CH:21][CH:20]=[CH:19][N:18]=3)[N:8]=2)[CH2:5][CH2:4][CH2:3][CH2:2]1.Cl.NC1CCC([OH:30])C1>>[CH3:13][C:12]1[C:7]([NH:6][CH:1]2[CH2:2][CH2:3][CH:4]([OH:30])[CH2:5]2)=[N:8][C:9]([NH:15][CH2:16][C:17]2[CH:22]=[CH:21][CH:20]=[CH:19][N:18]=2)=[N:10][C:11]=1[CH3:14] |f:1.2|. Procedure details: The titled compound was synthesized according to the procedure described for preparation of N4-cyclopentyl-5,6-dimethyl-N2-(pyridin-2-ylmethyl)pyrimidine-2,4-diamine (Example 29) using 3-aminocyclopentanol hydrochloride instead of cyclopentanamine. The crude material was purified by column chromatography eluting with mixture of chloroform/ethanol/20% water solution of ammonia (200:10:1), and then the final product was washed with diethyl ether to afford the titled compound as a white solid. 1H N...